The task is: describe an organic reaction: reactants, conditions, products, and yield. This data is from the Open Reaction Database (ORD), a public repository of structured organic reaction records. Reactants: BrC=1C=C(C=NC1)N1C2CN3CC(CC(C1)C3)C2 (4-(5-Bromopyridin-3-yl)-1,4-diazatricyclo[4.3.1.13,8]undecane), O1COC2=C1C=CC(=C2)B(O)O (1,3-benzodioxol-5-ylboronic acid). Yields the product O1COC2=C1C=CC(=C2)C=2C=C(C=NC2)N2C1CN3CC(CC(C2)C3)C1 (4-[5-(1,3-benzodioxol-5-yl)pyridin-3-yl]-1,4-diazatricyclo[4.3.1.13,8]undecane). As a reaction SMILES: Br[C:2]1[CH:3]=[C:4]([N:8]2[CH2:16][CH:15]3[CH2:17][N:11]4[CH2:12][CH:13]([CH2:18][CH:9]2[CH2:10]4)[CH2:14]3)[CH:5]=[N:6][CH:7]=1.[O:19]1[C:23]2[CH:24]=[CH:25][C:26](B(O)O)=[CH:27][C:22]=2[O:21][CH2:20]1>>[O:19]1[C:23]2[CH:24]=[CH:25][C:26]([C:2]3[CH:3]=[C:4]([N:8]4[CH2:16][CH:15]5[CH2:17][N:11]6[CH2:12][CH:13]([CH2:18][CH:9]4[CH2:10]6)[CH2:14]5)[CH:5]=[N:6][CH:7]=3)=[CH:27][C:22]=2[O:21][CH2:20]1. Procedure details: The title compound was prepared from the product of Example 65A and 1,3-benzodioxol-5-ylboronic acid according to General Method B: LC-MS Method D (ESI+) m/z 350.0 (M+H)+, retention time 1.37 minutes. The reactants are FC1=CC=C(C=C1)C(NCCC1=CC=CC=C1)C1CCNCC1 (α-(4-fluorophenyl)-N-(2-phenylethyl)-4-piperidinemethanamine), CN=C=O (methyl isocyanate). Solvent: C(Cl)Cl (methylene chloride). The product is FC1=CC=C(C=C1)C(N(C(=O)NC)CCC1=CC=CC=C1)C1CCN(CC1)C(=O)NC (N-[(4-Fluorophenyl)[1-[(methylamino)carbonyl]-4-piperidinyl]methyl]-N'-methyl-N-(2-phenylethyl)urea). Isolated yield 79.1%. Reaction SMILES: [F:1][C:2]1[CH:7]=[CH:6][C:5]([CH:8]([CH:18]2[CH2:23][CH2:22][NH:21][CH2:20][CH2:19]2)[NH:9][CH2:10][CH2:11][C:12]2[CH:17]=[CH:16][CH:15]=[CH:14][CH:13]=2)=[CH:4][CH:3]=1.[CH3:24][N:25]=[C:26]=[O:27]>C(Cl)Cl>[F:1][C:2]1[CH:3]=[CH:4][C:5]([CH:8]([CH:18]2[CH2:23][CH2:22][N:21]([C:26]([NH:25][CH3:24])=[O:27])[CH2:20][CH2:19]2)[N:9]([CH2:10][CH2:11][C:12]2[CH:17]=[CH:16][CH:15]=[CH:14][CH:13]=2)[C:26]([NH:25][CH3:24])=[O:27])=[CH:6][CH:7]=1. Reported procedure: A solution of 2.25 g (0.0072 mol) of α-(4-fluorophenyl)-N-(2-phenylethyl)-4-piperidinemethanamine and 2.50 g (0.044 mol) of methyl isocyanate in 200 mL of methylene chloride was stirred at room temperature overnight. The solvent was removed in vacuo to give a solid. This was triturated with anhydrous ether, and the solid was collected to give 2.43 g (79.1%) of white solid, mp 186°-188° C. Reactants: CCO, CC(C)(C)OC(=O)CON=Cc1cccc([N+](=O)[O-])c1, O=[Pt]. Yields the product CC(C)(C)OC(=O)CON=Cc1cccc(N)c1. RXN SMILES: [CH3:21][CH2:22][OH:23].[N+:1]([O-:2])(=[O:3])[c:4]1[cH:5][c:6]([CH:10]=[N:11][O:12][CH2:13][C:14](=[O:15])[O:16][C:17]([CH3:18])([CH3:19])[CH3:20])[cH:7][cH:8][cH:9]1.[Pt:24]=[O:25]>>[NH2:1][c:4]1[cH:5][c:6]([CH:10]=[N:11][O:12][CH2:13][C:14](=[O:15])[O:16][C:17]([CH3:18])([CH3:19])[CH3:20])[cH:7][cH:8][cH:9]1. Reactants: [H-].[Na+] (Sodium hydride), N1=CC(=CC=C1)CO ((pyridin-3-yl)methanol), BrCC(=O)OCC (ethyl bromoacetate). Reagents/catalysts: [I-].C(CCC)[N+](CCCC)(CCCC)CCCC (tetrabutyl ammonium iodide). Solvent: C1CCOC1 (THF), C(C)(=O)OCC (ethyl acetate). Run at time 10 minute. The product is N1=CC(=CC=C1)COCC(=O)OCC (ethyl 2-((pyridin-3-yl)methoxy)acetate). As a reaction SMILES: [H-].[Na+].[N:3]1[CH:8]=[CH:7][CH:6]=[C:5]([CH2:9][OH:10])[CH:4]=1.Br[CH2:12][C:13]([O:15][CH2:16][CH3:17])=[O:14]>C1COCC1.[I-].C([N+](CCCC)(CCCC)CCCC)CCC.C(OCC)(=O)C>[N:3]1[CH:8]=[CH:7][CH:6]=[C:5]([CH2:9][O:10][CH2:12][C:13]([O:15][CH2:16][CH3:17])=[O:14])[CH:4]=1 |f:0.1,5.6|. Procedure: (Step 4-i) Sodium hydride (60%) (0.44 g, 11 mmol) was added to a solution of (pyridin-3-yl)methanol (1.09 g, 10 mmol) in THF. The reaction mixture was stirred at room temperature for 10 min and ethyl bromoacetate (1.8 g, 11 mmol) was added, followed by the addition of 20 mg of tetrabutyl ammonium iodide. The reaction mixture was stirred overnight, diluted with ethyl acetate/saturated sodium bicarbonate, and the organic layer was dried over sodium sulfate. The solution was concentrated to an oil,... Reactants: C1CCNCC1, O=Cc1cc2nc(Cl)nc(N3CCOCC3)c2s1. Yields the product Clc1nc(N2CCOCC2)c2sc(CN3CCCCC3)cc2n1. RXN SMILES: [CH2:19]1[CH2:20][CH2:21][NH:22][CH2:23][CH2:24]1.[Cl:1][c:2]1[n:3][c:4]([N:13]2[CH2:14][CH2:15][O:16][CH2:17][CH2:18]2)[c:5]2[c:6]([n:7]1)[cH:8][c:9]([CH:11]=[O:12])[s:10]2>>[Cl:1][c:2]1[n:3][c:4]([N:13]2[CH2:14][CH2:15][O:16][CH2:17][CH2:18]2)[c:5]2[c:6]([n:7]1)[cH:8][c:9]([CH2:11][N:22]1[CH2:21][CH2:20][CH2:19][CH2:24][CH2:23]1)[s:10]2. Reactants: CCO, Cl, [Na+], CCOC(=O)CC1CCc2ccc(NC(=O)c3ccc(C=NN4CCOCC4)cc3)cc2C1, [OH-]. Yields the product Cl, O=C(O)CC1CCc2ccc(NC(=O)c3ccc(C=NN4CCOCC4)cc3)cc2C1. As a reaction SMILES: [CH3:37][CH2:38][OH:39].[ClH:1].[Na+:36].[O:2]1[CH2:3][CH2:4][N:5]([N:8]=[CH:9][c:10]2[cH:11][cH:12][c:13]([C:14](=[O:15])[NH:16][c:17]3[cH:18][cH:19][c:20]4[c:25]([cH:26]3)[CH2:24][CH:23]([CH2:27][C:28](=[O:29])[O:30][CH2:31][CH3:32])[CH2:22][CH2:21]4)[cH:33][cH:34]2)[CH2:6][CH2:7]1.[OH-:35]>>[ClH:1].[O:2]1[CH2:3][CH2:4][N:5]([N:8]=[CH:9][c:10]2[cH:11][cH:12][c:13]([C:14](=[O:15])[NH:16][c:17]3[cH:18][cH:19][c:20]4[c:25]([cH:26]3)[CH2:24][CH:23]([CH2:27][C:28](=[O:29])[OH:30])[CH2:22][CH2:21]4)[cH:33][cH:34]2)[CH2:6][CH2:7]1. The reactants are NC=1C=2N(C=CN1)C(=NC2C2=CC(=CC=C2)OCC2=CC=CC=C2)[C@@H]2CC[C@H](CC2)C(=O)N (trans-4-[8-amino-1-(3-benzyloxy-phenyl)-imidazo[1,5-a]pyrazin-3-yl]-cyclohexanecarboxylic acid amide), C(C1=CC=CC=C1)OC=1C=C(C=CC1)C=1N=C(N2C1C(=NC=C2)Cl)C2CCC(CC2)CO ({4-[1-(3-benzyloxy-phenyl)-8-chloro-imidazo[1,5-a]pyrazin-3-yl]-cyclohexyl}-methanol). Reported procedure: cis-{4-[8-Amino-1-(3-benzyloxy-phenyl)-imidazo[1,5-a]pyrazin-3-yl]-cyclohexyl}-methanol (compound of Formula I-B where Z=cyclohexyl and Q1=Ph-(3-OBn)) was prepared according to the procedures described for the synthesis of trans-4-[8-amino-1-(3-benzyloxy-phenyl)-imidazo[1,5-a]pyrazin-3-yl]-cyclohexanecarboxylic acid amide except for the substitution of cis-4-[1-(3-benzyloxyphenyl)-8-chloro-imidazo[1,5-a]pyrazin-3-yl]cyclohexane carboxylic acid methyl ester (compound of Formula II-A where Z=cyclo... As a reaction SMILES: [NH2:1][C:2]1[C:3]2[N:4]([C:8]([C@H:25]3[CH2:30][CH2:29][C@H:28]([C:31](N)=[O:32])[CH2:27][CH2:26]3)=[N:9][C:10]=2[C:11]2[CH:16]=[CH:15][CH:14]=[C:13]([O:17][CH2:18][C:19]3[CH:24]=[CH:23][CH:22]=[CH:21][CH:20]=3)[CH:12]=2)[CH:5]=[CH:6][N:7]=1.C(OC1C=C(C2N=C(C3CCC(CO)CC3)N3C=CN=C(Cl)C=23)C=CC=1)C1C=CC=CC=1>>[NH2:1][C:2]1[C:3]2[N:4]([C:8]([C@@H:25]3[CH2:30][CH2:29][C@H:28]([CH2:31][OH:32])[CH2:27][CH2:26]3)=[N:9][C:10]=2[C:11]2[CH:16]=[CH:15][CH:14]=[C:13]([O:17][CH2:18][C:19]3[CH:20]=[CH:21][CH:22]=[CH:23][CH:24]=3)[CH:12]=2)[CH:5]=[CH:6][N:7]=1. Yields the product NC=1C=2N(C=CN1)C(=NC2C2=CC(=CC=C2)OCC2=CC=CC=C2)[C@H]2CC[C@H](CC2)CO (cis-{4-[8-Amino-1-(3-benzyloxy-phenyl)-imidazo[1,5-a]pyrazin-3-yl]-cyclohexyl}-methanol). Starting materials: CC(C)(C)c1ccc(C(=O)Cl)cc1, COc1cc2nccc(Cc3ccc(Br)cc3)c2cc1OC, ClC(Cl)Cl, O. The product is COc1cc2nccc(Cc3ccc(C(=O)c4ccc(C(C)(C)C)cc4)cc3)c2cc1OC. Reaction SMILES: [C:23]([CH3:24])([CH3:25])([CH3:26])[c:27]1[cH:28][cH:29][c:30]([C:31](=[O:32])[Cl:33])[cH:34][cH:35]1.[CH3:1][O:2][c:3]1[cH:4][c:5]2[c:6]([CH2:15][c:16]3[cH:17][cH:18][c:19]([Br:22])[cH:20][cH:21]3)[cH:7][cH:8][n:9][c:10]2[cH:11][c:12]1[O:13][CH3:14].[CH:37]([Cl:38])([Cl:39])[Cl:40].[OH2:36]>>[CH3:1][O:2][c:3]1[cH:4][c:5]2[c:6]([CH2:15][c:16]3[cH:17][cH:18][c:19]([C:31]([c:30]4[cH:29][cH:28][c:27]([C:23]([CH3:24])([CH3:25])[CH3:26])[cH:35][cH:34]4)=[O:32])[cH:20][cH:21]3)[cH:7][cH:8][n:9][c:10]2[cH:11][c:12]1[O:13][CH3:14].